Dataset: the Open Reaction Database (ORD), a public repository of structured organic reaction records. Task: describe an organic reaction: reactants, conditions, products, and yield Yields the product NC=1C(=NC(=CN1)F)C#N (3-amino-6-fluoro-2-pyrazinecarbonitrile). Reaction SMILES: [N:1]([C:4]1[C:5]([C:11]#[N:12])=[N:6][C:7]([F:10])=[CH:8][N:9]=1)=[N+]=[N-].[H][H]>CO.C(=O)([O-])[O-].[Ca+2].[Pd+2].C(=O)([O-])[O-]>[NH2:1][C:4]1[C:5]([C:11]#[N:12])=[N:6][C:7]([F:10])=[CH:8][N:9]=1 |f:3.4.5.6|. Procedure: In 5.0 mL of methanol was dissolved 0.24 g of 3-azido-6-fluoro-2-pyrazinecarbonitrile. After adding 0.075 g of lead-poisoned palladium-calcium carbonate at room temperature, hydrogen gas was introduced into the mixture at room temperature under a pressure of 1 atmosphere until the mixture became showing no further adsorption of hydrogen. After filtering off the insoluble matter from the reaction mixture, the filtrate was concentrated under reduced pressure. The residue thus obtained was purified... Reactants: N(=[N+]=[N-])C=1C(=NC(=CN1)F)C#N (3-azido-6-fluoro-2-pyrazinecarbonitrile), [H][H] (hydrogen), [H][H] (hydrogen). Isolated yield 38.6%. The solvent is CO (methanol). Reagents/catalysts: C([O-])([O-])=O.[Ca+2].[Pd+2].C([O-])([O-])=O (palladium-calcium carbonate). Starting materials: CC1=NC=C(C(=N1)N)CN1CCC(=CC1)CCC1=CC=CC=C1 (2-methyl-5-(4-phenethyl-3,6-dihydro-2H-pyridin-1-ylmethyl)-pyrimidin-4-ylamine), Cl (hydrochloric acid). The solvent is C(C)O (ethanol). The product is Cl.Cl.CC1=NC=C(C(=N1)N)CN1CCC(=CC1)CCC1=CC=CC=C1 (2-methyl-5-(4-phenethyl-3,6-dihydro-2H-pyridin-1-ylmethyl)-pyrimidin-4-ylamine dihydrochloride). Isolated yield 101.2%. As a reaction SMILES: [CH3:1][C:2]1[N:7]=[C:6]([NH2:8])[C:5]([CH2:9][N:10]2[CH2:15][CH:14]=[C:13]([CH2:16][CH2:17][C:18]3[CH:23]=[CH:22][CH:21]=[CH:20][CH:19]=3)[CH2:12][CH2:11]2)=[CH:4][N:3]=1.[ClH:24]>C(O)C>[ClH:24].[ClH:24].[CH3:1][C:2]1[N:7]=[C:6]([NH2:8])[C:5]([CH2:9][N:10]2[CH2:11][CH:12]=[C:13]([CH2:16][CH2:17][C:18]3[CH:19]=[CH:20][CH:21]=[CH:22][CH:23]=3)[CH2:14][CH2:15]2)=[CH:4][N:3]=1 |f:3.4.5|. Reported procedure: A solution of 0.177 g (0.00057 mol) of 2-methyl-5-(4-phenethyl-3,6-dihydro-2H-pyridin-1-ylmethyl)-pyrimidin-4-ylamine in 10 ml of ethanol was treated with 0.16 ml (0.00057 mol) of 3.5N ethanolic hydrochloric acid. The solution was completely freed from the solvents and the residue was recrystallized from methanol/diethyl ether. 0.110 g (51%) of 2-methyl-5-(4-phenethyl-3,6-dihydro-2H-pyridin-1-ylmethyl)-pyrimidin-4-ylamine dihydrochloride was obtained as white crystals; m.p. 235°-237°.